From a dataset of the Open Reaction Database (ORD), a public repository of structured organic reaction records. describe an organic reaction: reactants, conditions, products, and yield The reactants are C1CCOC1, COc1ccccc1N(CC1OCCO1)C(=O)c1ccc(CN2C(=O)c3ccccc3C2=O)cc1, Cl. The product is COc1ccccc1N(CC=O)C(=O)c1ccc(CN2C(=O)c3ccccc3C2=O)cc1. RXN SMILES: [CH2:37]1[O:38][CH2:39][CH2:40][CH2:41]1.[CH3:1][O:2][c:3]1[c:4]([N:9]([C:10]([c:11]2[cH:12][cH:13][c:14]([CH2:17][N:18]3[C:19](=[O:28])[c:20]4[c:21]([cH:24][cH:25][cH:26][cH:27]4)[C:22]3=[O:23])[cH:15][cH:16]2)=[O:29])[CH2:30][CH:31]2[O:32][CH2:35][CH2:34][O:33]2)[cH:5][cH:6][cH:7][cH:8]1.[ClH:36]>>[CH3:1][O:2][c:3]1[c:4]([N:9]([C:10]([c:11]2[cH:12][cH:13][c:14]([CH2:17][N:18]3[C:19](=[O:28])[c:20]4[c:21]([cH:24][cH:25][cH:26][cH:27]4)[C:22]3=[O:23])[cH:15][cH:16]2)=[O:29])[CH2:30][CH:31]=[O:32])[cH:5][cH:6][cH:7][cH:8]1. Reactants: solution, [Li+].C[Si](C)(C)[N-][Si](C)(C)C (LiHMDS), C1(=CC=CC=C1)C (toluene), ClC1=NC=CN=C1Cl (2,3-dichloropyrazine), C(C)(=O)OCC (ethyl acetate), ice. Solvent: [Cl-].[NH4+] (ammonium chloride). Conditions: time 18 hour. Product: ClC=1C(=NC=CN1)CC(=O)OCC (Ethyl 2-(3-chloropyrazin-2-yl)acetate). The yield is 30.8%. RXN SMILES: [Li+].C[Si]([N-][Si](C)(C)C)(C)C.C1(C)C=CC=CC=1.Cl[C:19]1[C:24]([Cl:25])=[N:23][CH:22]=[CH:21][N:20]=1.[C:26]([O:29][CH2:30][CH3:31])(=[O:28])[CH3:27]>[Cl-].[NH4+]>[Cl:25][C:24]1[C:19]([CH2:27][C:26]([O:29][CH2:30][CH3:31])=[O:28])=[N:20][CH:21]=[CH:22][N:23]=1 |f:0.1,5.6|. Procedure details: To a 1.0 M solution of LiHMDS in toluene (14.8 mL, 14.8 mmol) under nitrogen at 0° C. was added 2,3-dichloropyrazine (0.699 mL, 6.71 mmol) and ethyl acetate (0.725 mL, 7.38 mmol). The mixture was stirred overnight for 18 hours, allowing the ice bath to warm to room temperature. The mixture was poured into saturated ammonium chloride (100 mL), and extracted with diethyl ether (3×100 mL). The combined ether extracts were washed with brine, dried (sodium sulphate) and evaporated. The residue was ch... The reactants are O=C1CC(N(C2=C(N1CC(=O)N(C1=CC=C(C=C1)OC)C(C)C)C=CC=C2)C=2SC=CC2)=O (2-(2,4-dioxo-5-thiophen-2-yl-2,3,4,5-tetrahydro-benzo[b][1,4]diazepin-1-yl)-N-isopropyl-N-(4-methoxy-phenyl)-acetamide), CCOCC.CCOC(=O)C (Et2O EtOAc), C[Si](C)(C)[N-][Si](C)(C)C.[Na+] (NaN(TMS)2), BrCC1=NN(C2=CC=CC=C12)C(=O)OC(C)(C)C (3-bromomethyl-1-tert-butoxycarbonyl-1H-indazole). Solvent: CN(C)C=O (DMF), C1(=CC=CC=C1)C (toluene). Reaction conditions: time 5 minute. Product: C(C)(C)(C)OC(=O)N1N=C(C2=CC=CC=C12)CC1C(N(C2=C(N(C1=O)CC(=O)N(C1=CC=C(C=C1)OC)C(C)C)C=CC=C2)C=2SC=CC2)=O (2-[3-(1-tert-butoxycarbonyl-1H-indazol-3-ylmethyl)-2,4-dioxo-5-thiophen-2-yl-2,3,4,5-tetrahydro-benzo[b][1,4]diazepin-1-yl]-N-isopropyl-N-(4-methoxy-phenyl)-acetamide). Isolated yield 93.9%. Reaction SMILES: [O:1]=[C:2]1[N:8]([CH2:9][C:10]([N:12]([CH:21]([CH3:23])[CH3:22])[C:13]2[CH:18]=[CH:17][C:16]([O:19][CH3:20])=[CH:15][CH:14]=2)=[O:11])[C:7]2[CH:24]=[CH:25][CH:26]=[CH:27][C:6]=2[N:5]([C:28]2[S:29][CH:30]=[CH:31][CH:32]=2)[C:4](=[O:33])[CH2:3]1.C[Si]([N-][Si](C)(C)C)(C)C.[Na+].Br[CH2:45][C:46]1[C:54]2[C:49](=[CH:50][CH:51]=[CH:52][CH:53]=2)[N:48]([C:55]([O:57][C:58]([CH3:61])([CH3:60])[CH3:59])=[O:56])[N:47]=1.CCOCC.CCOC(C)=O>CN(C=O)C.C1(C)C=CC=CC=1>[C:58]([O:57][C:55]([N:48]1[C:49]2[C:54](=[CH:53][CH:52]=[CH:51][CH:50]=2)[C:46]([CH2:45][CH:3]2[C:2](=[O:1])[N:8]([CH2:9][C:10]([N:12]([CH:21]([CH3:23])[CH3:22])[C:13]3[CH:14]=[CH:15][C:16]([O:19][CH3:20])=[CH:17][CH:18]=3)=[O:11])[C:7]3[CH:24]=[CH:25][CH:26]=[CH:27][C:6]=3[N:5]([C:28]3[S:29][CH:30]=[CH:31][CH:32]=3)[C:4]2=[O:33])=[N:47]1)=[O:56])([CH3:61])([CH3:60])[CH3:59] |f:1.2,4.5|. Reported procedure: To a stirring solution of 200 mg (0.43 mmol) of 2-(2,4-dioxo-5-thiophen-2-yl-2,3,4,5-tetrahydro-benzo[b][1,4]diazepin-1-yl)-N-isopropyl-N-(4-methoxy-phenyl)-acetamide, prepared as in Part A, in 5 mL DMF at 0° C. is added 1.04 mL (0.52 mmol, 1.2 equiv) of NaN(TMS)2 in toluene. The resulting solution is stirred 5 min and 162 mg (0.52 mmol, 1.2 equiv) of 3-bromomethyl-1-tert-butoxycarbonyl-1H-indazole is added. The resulting solution is stirred 16 h at RT, poured into 100 mL Et2O/EtOAc (1:1), washe... Reactants: CCCCCCCCC1COC(c2ccc(O)cc2)OC1, CCCCc1ccc(C(=O)Cl)cc1, O, c1ccccc1, c1ccncc1. As a reaction SMILES: [CH2:14]([CH2:15][CH2:16][CH2:17][CH2:18][CH2:19][CH2:20][CH3:21])[CH:22]1[CH2:23][O:24][CH:25]([c:28]2[cH:29][cH:30][c:31]([OH:34])[cH:32][cH:33]2)[O:26][CH2:27]1.[CH2:1]([CH2:2][CH2:3][CH3:4])[c:5]1[cH:6][cH:7][c:8]([C:9](=[O:10])[Cl:11])[cH:12][cH:13]1.[OH2:47].[cH:35]1[cH:36][cH:37][cH:38][cH:39][cH:40]1.[cH:41]1[cH:42][cH:43][n:44][cH:45][cH:46]1>>[CH2:1]([CH2:2][CH2:3][CH3:4])[c:5]1[cH:6][cH:7][c:8]([C:9](=[O:10])[O:34][c:31]2[cH:30][cH:29][c:28]([CH:25]3[O:24][CH2:23][CH:22]([CH2:14][CH2:15][CH2:16][CH2:17][CH2:18][CH2:19][CH2:20][CH3:21])[CH2:27][O:26]3)[cH:33][cH:32]2)[cH:12][cH:13]1. Yields the product CCCCCCCCC1COC(c2ccc(OC(=O)c3ccc(CCCC)cc3)cc2)OC1. Starting materials: CC1=CC=C(C=C1)S(=O)(=O)OCC1CC2=C(O1)C=1CCCCC1C=C2 ((±)-2,3,6,7,8,9-hexahydronaphtho[1,2-b]furan-2-ylmethyl 4-methylbenzenesulfonate), [N-]=[N+]=[N-].[Na+] (sodium azide), Intermediate 24. Yields the product N(=[N+]=[N-])CC1CC2=C(O1)C=1CCCCC1C=C2 ((±)-2-(azidomethyl)-2,3,6,7,8,9-hexahydronaphtho[1,2-b]furan). Reaction SMILES: CC1C=CC(S(O[CH2:12][CH:13]2[O:17][C:16]3[C:18]4[CH2:19][CH2:20][CH2:21][CH2:22][C:23]=4[CH:24]=[CH:25][C:15]=3[CH2:14]2)(=O)=O)=CC=1.[N-:26]=[N+:27]=[N-:28].[Na+]>>[N:26]([CH2:12][CH:13]1[O:17][C:16]2[C:18]3[CH2:19][CH2:20][CH2:21][CH2:22][C:23]=3[CH:24]=[CH:25][C:15]=2[CH2:14]1)=[N+:27]=[N-:28] |f:1.2|. Reported procedure: Treatment of (±)-2,3,6,7,8,9-hexahydronaphtho[1,2-b]furan-2-ylmethyl 4-methylbenzenesulfonate (2.05 g, 5.72 mmol) with sodium azide (0.929 g, 14.30 mmol) generally according to the procedure described for Intermediate 24 gave (±)-2-(azidomethyl)-2,3,6,7,8,9-hexahydronaphtho[1,2-b]furan. Treatment of the azide with palladium on carbon (10 wt. %, 0.094 g) generally according to the procedure described for Example 2 afforded 0.917 g (67%) of (±)-1-(2,3,6,7,8,9-hexahydronaphtho[1,2-b]furan-2-yl)meth...